From a dataset of the Open Reaction Database (ORD), a public repository of structured organic reaction records. describe an organic reaction: reactants, conditions, products, and yield The reactants are [C-]#N.[Na+] (sodium cyanide), Cl (hydrochloric acid), [Cl-].[Ca+2].[Cl-] (calcium chloride), [OH-].[Ca+2].[OH-] (calcium hydroxide), BrCC(CC(=O)OC)O (methyl 4-bromo-3-hydroxybutanoate). The solvent is C(C)(=O)OCC (ethyl acetate), O (water). Conditions: time 20 minute. Yields the product C(#N)CC(CC(=O)O)O (4-cyano-3-hydroxybutanoic acid). Isolated yield 92.9%. As a reaction SMILES: [Cl-].[Ca+2].[Cl-].[OH-].[Ca+2].[OH-].Br[CH2:8][CH:9]([OH:15])[CH2:10][C:11]([O:13]C)=[O:12].[C-:16]#[N:17].[Na+].Cl>O.C(OCC)(=O)C>[C:16]([CH2:8][CH:9]([OH:15])[CH2:10][C:11]([OH:13])=[O:12])#[N:17] |f:0.1.2,3.4.5,7.8|. Reported procedure: 1.6 g of calcium chloride (15 mmol) and 0.6 g (8.1 mmol) of calcium hydroxide were dissolved in 3.7 ml of water and stirred at room temperature for 20 minutes. At the same temperature, 2.00 g (10 mmol) of methyl 4-bromo-3-hydroxybutanoate was added dropwise over 5 minutes. After stirring for further ten minutes, the mixture was cooled by ice, and 0.6 g (12 mmol) of sodium cyanide was added thereto. Then, the mixture was stirred at an internal temperature of 25 to 33° C. for 4.5 hours. Then, conc... Starting materials: C([O-])([O-])=O.[K+].[K+] (potassium carbonate), ClC=1C=CC(=C(NC(C(F)(F)F)=O)C1)[N+](=O)[O-] (5-chloro-2-nitro-N-trifluoroacetylaniline), S(=O)(=O)(OC)OC (dimethyl sulfate). The solvent is CC(=O)C (acetone). Reaction conditions: time 1.5 hour. Product: ClC=1C=CC(=C(N(C(C(F)(F)F)=O)C)C1)[N+](=O)[O-] (5-chloro-N-methyl-2-nitro-N-trifluoroacetylaniline). Reaction SMILES: [Cl:1][C:2]1[CH:3]=[CH:4][C:5]([N+:15]([O-:17])=[O:16])=[C:6]([CH:14]=1)[NH:7][C:8](=[O:13])[C:9]([F:12])([F:11])[F:10].[C:18](=O)([O-])[O-].[K+].[K+].S(OC)(OC)(=O)=O>CC(C)=O>[Cl:1][C:2]1[CH:3]=[CH:4][C:5]([N+:15]([O-:17])=[O:16])=[C:6]([CH:14]=1)[N:7]([CH3:18])[C:8](=[O:13])[C:9]([F:10])([F:12])[F:11] |f:1.2.3|. Procedure details: 5-Chloro-2-nitro-N-trifluoroacetylaniline (38 g) from Example 8 was dissolved in acetone (300 ml), followed by addition of potassium carbonate (19.5 g). To the mixture was added dropwise dimethyl sulfate (13.4 ml) for subsequent stirring for 1.5 hours. After filtering off insoluble inorganic materials, the resulting material was washed with ethyl acetate. Removal of the solvent under reduced pressure, hexane was added to the residue under stirring, to separate the crystal by filtration. By washi... Reactants: NC(CNCCOC)C1=CC=CC=C1 (N-(2-Amino-2-phenylethyl)-2-methoxyethylamine), C(=S)=S (carbon disulfide). The solvent is ClCC(Cl)(Cl)Cl (tetrachloroethane). Reaction conditions: temperature 120 celsius. The product is OCCN1C(NC(C1)C1=CC=CC=C1)=S (1-(2-Hydroxyethyl)-4-phenylimidazolidin-2-thione). As a reaction SMILES: [NH2:1][CH:2]([C:9]1[CH:14]=[CH:13][CH:12]=[CH:11][CH:10]=1)[CH2:3][NH:4][CH2:5][CH2:6][O:7]C.[C:15](=S)=[S:16]>ClCC(Cl)(Cl)Cl>[OH:7][CH2:6][CH2:5][N:4]1[CH2:3][CH:2]([C:9]2[CH:14]=[CH:13][CH:12]=[CH:11][CH:10]=2)[NH:1][C:15]1=[S:16]. Procedure details: The methoxyethylamine product of Example IV in the amount of 4.5 g is dissolved in 20 ml of tetrachloroethane, and is stirred with 2 ml carbon disulfide at room temperature for one hour. The resulting slurry is then slowly heated to 120° C. and maintained at that temperature for four hours. Starting materials: CCC(CC=O)C(C)[N+](=O)[O-], Cl, N#C[Na]. The product is CCC(CC(O)C#N)C(C)[N+](=O)[O-]. RXN SMILES: [CH2:4]([CH3:5])[CH:6]([CH2:7][CH:8]=[O:9])[CH:10]([CH3:11])[N+:12](=[O:13])[O-:14].[ClH:15].[Na:1][C:2]#[N:3]>>[C:2](#[N:3])[CH:8]([CH2:7][CH:6]([CH2:4][CH3:5])[CH:10]([CH3:11])[N+:12](=[O:13])[O-:14])[OH:9]. Reactants: COC1=CC=C(C=C1)OB(O)O (4-Methoxyphenyl boric acid), O1COC2=C1C=CC(=C2)C2OC1=CC=CC=C1C(=C2C(=O)OC)OS(=O)(=O)C(F)(F)F (methyl 2-(benzo[1,3]dioxol-5-yl)-4-(trifluoromethanesulfonyloxy)-2H-chromen-3-carboxylate). The product is O1COC2=C1C=CC(=C2)C2OC1=CC=CC=C1C(=C2C(=O)OC)C2=CC=C(C=C2)OC (methyl 2-(benzo[1,3]dioxol-5-yl)-4-(4-methoxy-phenyl)-2H-chromen-3-carboxylate). Reaction SMILES: [CH3:1][O:2][C:3]1[CH:8]=[CH:7][C:6](OB(O)O)=[CH:5][CH:4]=1.[O:13]1[C:17]2[CH:18]=[CH:19][C:20]([CH:22]3[C:31]([C:32]([O:34][CH3:35])=[O:33])=[C:30](OS(C(F)(F)F)(=O)=O)[C:29]4[C:24](=[CH:25][CH:26]=[CH:27][CH:28]=4)[O:23]3)=[CH:21][C:16]=2[O:15][CH2:14]1>>[O:13]1[C:17]2[CH:18]=[CH:19][C:20]([CH:22]3[C:31]([C:32]([O:34][CH3:35])=[O:33])=[C:30]([C:6]4[CH:7]=[CH:8][C:3]([O:2][CH3:1])=[CH:4][CH:5]=4)[C:29]4[C:24](=[CH:25][CH:26]=[CH:27][CH:28]=4)[O:23]3)=[CH:21][C:16]=2[O:15][CH2:14]1. Procedure details: 4-Methoxyphenyl boric acid and methyl 2-(benzo[1,3]dioxol-5-yl)-4-(trifluoromethanesulfonyloxy)-2H-chromen-3-carboxylate (III-5) synthesized from the compound (II-3) by a similar method as described in Reference Example 2 were reacted in a similar manner as described in Example 18 to give methyl 2-(benzo[1,3]dioxol-5-yl)-4-(4-methoxy-phenyl)-2H-chromen-3-carboxylate (Ia-4). Conditions: time 30 minute. Reaction SMILES: C(N(C(C)C)CC)(C)C.ClCCl.[NH2:13][C:14]1[C:19]([OH:20])=[C:18]([F:21])[C:17]([C:22]2[CH:27]=[CH:26][CH:25]=[CH:24][CH:23]=2)=[C:16]([CH3:28])[C:15]=1[C:29]#[N:30].CC([O:34][C:35]1[C:40]([C:41](Cl)=O)=[CH:39][CH:38]=[CH:37][CH:36]=1)=O>O>[F:21][C:18]1[C:17]([C:22]2[CH:27]=[CH:26][CH:25]=[CH:24][CH:23]=2)=[C:16]([CH3:28])[C:15]([C:29]#[N:30])=[C:14]2[C:19]=1[O:20][C:41]([C:40]1[CH:39]=[CH:38][CH:37]=[CH:36][C:35]=1[OH:34])=[N:13]2. Isolated yield 63.7%. Reported procedure: Diisopropylethylamine (435 μl, 2.5 mmol) was added to a dichloromethane (10 ml) solution of 4-amino-6-fluoro-5-hydroxy-2-methyl-biphenyl-3-carbonitrile (I-41) (353 mg, 1.46 mmol), then after cooling with ice, O-acetylsalicyloyl chloride (318 mg, 1.6 mmol) was added, followed by stirring at the same temperature for 30 minutes. With cooling with ice, water was added, followed by extraction with ethyl acetate. The organic layer was washed with saturated brine, dried over anhydrous sodium sulfate, t... Product: FC=1C(=C(C(=C2N=C(OC21)C2=C(C=CC=C2)O)C#N)C)C2=CC=CC=C2 (7-Fluoro-2-(2-hydroxyphenyl)-5-methyl-6-phenyl-1,3-benzoxazole-4-carbonitrile). The solvent is O (water). Reactants: C(C)(C)N(CC)C(C)C (Diisopropylethylamine), ClCCl (dichloromethane), NC1=C(C(=C(C(=C1O)F)C1=CC=CC=C1)C)C#N (4-amino-6-fluoro-5-hydroxy-2-methyl-biphenyl-3-carbonitrile), CC(=O)OC1=CC=CC=C1C(=O)Cl (O-acetylsalicyloyl chloride).